Dataset: the Open Reaction Database (ORD), a public repository of structured organic reaction records. Task: describe an organic reaction: reactants, conditions, products, and yield Starting materials: [Mg] (magnesium), BrC1=CC=C(C=O)C=C1 (4-bromobenzaldehyde), 3h, BrC1=C(C=CC=C1)OC (bromoanisole), 600C. Run in C1CCOC1 (THF), C1CCOC1 (THF). Conditions: time 2 hour. The product is BrC1=CC=C(C=C1)C(O)C1=CC(=CC=C1)OC ((4-bromo-phenyl)-(3-methoxy-phenyl)-methanol). Isolated yield 81.0%. RXN SMILES: [Mg].Br[C:3]1[CH:8]=[CH:7][CH:6]=[CH:5][C:4]=1[O:9][CH3:10].[Br:11][C:12]1[CH:19]=[CH:18][C:15]([CH:16]=[O:17])=[CH:14][CH:13]=1>C1COCC1>[Br:11][C:12]1[CH:19]=[CH:18][C:15]([CH:16]([C:8]2[CH:7]=[CH:6][CH:5]=[C:4]([O:9][CH3:10])[CH:3]=2)[OH:17])=[CH:14][CH:13]=1. Procedure: To a suspension of magnesium (2.4 g, 100 mmmol), in THF (20 mL) at room temperature was added dropwise a solution of bromoanisole (9.1 mL, 71.4 mmol) in THF (30 mL). The reaction mixture was stirred at room temperature for 2 h and at 600C. for 2 h. The mixture was cooled to room temperature and a solution of 4-bromobenzaldehyde (13.2 g, 71.4 mmol) was added over 5 min. The reaction mixture was stirred at room temperature for 3h and was quenched by addition of aqueous saturated ammonium chloride ... Reactants: CS(=O)(=O)OC(CN1C2=C(C=3C=C(C=CC13)Cl)CCN(CC2)C)C2=C(C=CC=C2)F (2-(9-Chloro-3-methyl-2,3,4,5-tetrahydroazepino[4,5-b]indol-6(1H)-yl)-1-(2-fluorophenyl)ethyl methanesulfonate), O (water). The reagents and catalysts are [Pd] (Pd—C). Run in CO (methanol). Reaction conditions: time 24 hour. Product: FC1=C(CCN2C3=C(C=4C=CC=CC24)CCN(CC3)C)C=CC=C1 (6-(2-fluorophenethyl)-3-methyl-1,2,3,4,5,6-hexahydroazepino[4,5-b]indole). Yield: 36.9%. As a reaction SMILES: CS(O[CH:6]([C:24]1[CH:29]=[CH:28][CH:27]=[CH:26][C:25]=1[F:30])[CH2:7][N:8]1[C:16]2[CH:15]=[CH:14][C:13](Cl)=[CH:12][C:11]=2[C:10]2[CH2:18][CH2:19][N:20]([CH3:23])[CH2:21][CH2:22][C:9]1=2)(=O)=O.O>CO.[Pd]>[F:30][C:25]1[CH:26]=[CH:27][CH:28]=[CH:29][C:24]=1[CH2:6][CH2:7][N:8]1[C:16]2[CH:15]=[CH:14][CH:13]=[CH:12][C:11]=2[C:10]2[CH2:18][CH2:19][N:20]([CH3:23])[CH2:21][CH2:22][C:9]1=2. Procedure: 2-(9-Chloro-3-methyl-2,3,4,5-tetrahydroazepino[4,5-b]indol-6(1H)-yl)-1-(2-fluorophenyl)ethyl methanesulfonate (530 mg, 0.001177 mol) was dissolved in methanol and 10% Pd—C (62 mg, 0.5885 mmol) was added. A drop of water was added and the reaction mass is stirred at RT for 24 h under hydrogen atmosphere. The reaction mass was filtered through Celite and the filtrate concentrated to obtain the crude compound. The crude was purified by preparative HPLC to obtain 140 mg desired compound. 1H NMR (CDC... Reactants: COC(=O)c1ccc(NC(=O)OC(C)(C)C)c(N)c1, ClCCl, O=[N+]([O-])c1ccccc1S(=O)(=O)Cl, c1ccncc1. Yields the product COC(=O)c1ccc(NC(=O)OC(C)(C)C)c(NS(=O)(=O)c2ccccc2[N+](=O)[O-])c1. As a reaction SMILES: [CH3:1][O:2][C:3]([c:4]1[cH:5][c:6]([NH2:18])[c:7]([NH:10][C:11](=[O:12])[O:13][C:14]([CH3:15])([CH3:16])[CH3:17])[cH:8][cH:9]1)=[O:19].[Cl:39][CH2:40][Cl:41].[N+:26](=[O:27])([O-:28])[c:29]1[c:30]([S:35](=[O:36])(=[O:37])[Cl:38])[cH:31][cH:32][cH:33][cH:34]1.[cH:20]1[cH:21][cH:22][n:23][cH:24][cH:25]1>>[CH3:1][O:2][C:3]([c:4]1[cH:5][c:6]([NH:18][S:35]([c:30]2[c:29]([N+:26](=[O:27])[O-:28])[cH:34][cH:33][cH:32][cH:31]2)(=[O:36])=[O:37])[c:7]([NH:10][C:11](=[O:12])[O:13][C:14]([CH3:15])([CH3:16])[CH3:17])[cH:8][cH:9]1)=[O:19]. Starting materials: CC(C)O (2-propanol), C1(=CC=CC=C1)S(=O)(=O)N1C=C(C2=CC(=CC=C12)OC)CCOS(=O)(=O)C1=CC=CC=C1 (benzenesulphonic acid 2-(1-benzenesulphonyl-5-methoxy-1H-indol-3-yl)ethyl ester), C([O-])([O-])=O.[K+].[K+] (potassium carbonate), CC(C)O (2-propanol), N1CCCC1 (pyrrolidine). The product is C(C(=O)O)(=O)O.C1(=CC=CC=C1)S(=O)(=O)N1C=C(C2=CC(=CC=C12)OC)CCN1CCCC1 (1-Benzenesulphonyl-5-methoxy-3-[(2-pyrrolidin-1-yl)ethyl]-1H-indole Hydrogen Oxalate). Yield: 65.0%. RXN SMILES: [C:1]1([S:7]([N:10]2[C:18]3[C:13](=[CH:14][C:15]([O:19][CH3:20])=[CH:16][CH:17]=3)[C:12]([CH2:21][CH2:22][O:23]S(C3C=CC=CC=3)(=O)=O)=[CH:11]2)(=[O:9])=[O:8])[CH:6]=[CH:5][CH:4]=[CH:3][CH:2]=1.[C:33](=[O:36])([O-:35])[O-].[K+].[K+].[NH:39]1[CH2:43][CH2:42][CH2:41][CH2:40]1.CC([OH:47])C>>[C:22]([OH:23])(=[O:47])[C:33]([OH:35])=[O:36].[C:1]1([S:7]([N:10]2[C:18]3[C:13](=[CH:14][C:15]([O:19][CH3:20])=[CH:16][CH:17]=3)[C:12]([CH2:21][CH2:22][N:39]3[CH2:43][CH2:42][CH2:41][CH2:40]3)=[CH:11]2)(=[O:9])=[O:8])[CH:6]=[CH:5][CH:4]=[CH:3][CH:2]=1 |f:1.2.3,6.7|. Reported procedure: To a stirred solution of benzenesulphonic acid 2-(1-benzenesulphonyl-5-methoxy-1H-indol-3-yl)ethyl ester (0.191 g, 0.405 mmol) in anhydrous 2-propanol (10 ml) under nitrogen was added anhydrous potassium carbonate (0.112 g, 0.810 mmol), then a solution of pyrrolidine (0.17 ml, 2.03 mmol) in anhydrous 2-propanol (3 ml). The mixture was heated at reflux for 4 h, and the solvents were then removed in vacuo. The residue was partitioned between dichloromethane and water, and the aqueous layer was ext... Reactants: C=O, CCO, [Cl-], [Na+], [Na+], O=C([O-])O, CC(C)(C)OC(=O)NCC(=O)c1ccccc1. Product: CC(C)(C)OC(=O)NC(CO)C(=O)c1ccccc1. Reaction SMILES: [CH2:23]=[O:24].[CH3:27][CH2:28][OH:29].[Cl-:25].[Na+:22].[Na+:26].[O-:18][C:19]([OH:20])=[O:21].[O:1]=[C:2]([CH2:3][NH:4][C:5]([O:6][C:7]([CH3:8])([CH3:9])[CH3:10])=[O:11])[c:12]1[cH:13][cH:14][cH:15][cH:16][cH:17]1>>[O:1]=[C:2]([CH:3]([NH:4][C:5]([O:6][C:7]([CH3:8])([CH3:9])[CH3:10])=[O:11])[CH2:19][OH:18])[c:12]1[cH:13][cH:14][cH:15][cH:16][cH:17]1.